From a dataset of the Open Reaction Database (ORD), a public repository of structured organic reaction records. describe an organic reaction: reactants, conditions, products, and yield Reactants: C1COCCO1, Cc1cccc(CN)c1C, CCOC(C)=O, O=C=NCCCl, [Na+], [OH-]. The product is Cc1cccc(CNC2=NCCO2)c1C. As a reaction SMILES: [CH2:19]1[O:20][CH2:21][CH2:22][O:23][CH2:24]1.[CH3:1][c:2]1[c:3]([CH2:4][NH2:5])[cH:6][cH:7][cH:8][c:9]1[CH3:10].[CH3:25][CH2:26][O:27][C:28](=[O:29])[CH3:30].[Cl:11][CH2:12][CH2:13][N:14]=[C:15]=[O:16].[Na+:18].[OH-:17]>>[CH3:1][c:2]1[c:3]([CH2:4][NH:5][C:15]2=[N:14][CH2:13][CH2:12][O:16]2)[cH:6][cH:7][cH:8][c:9]1[CH3:10]. Product: ClC1=NC=2N(C(=C1)N(COCC[Si](C)(C)C)COCC[Si](C)(C)C)N=CC2C=2C=NC1=CC=C(C=C1C2)F (5-chloro-3-(6-fluoroquinolin-3-yl)-N,N-bis((2-(trimethylsilyl)ethoxy)methyl)pyrazolo[1,5-a]pyrimidin-7-amine). The solvent is O1CCOCC1 (dioxane), O (H2O), O (H2O). Run at temperature 80 celsius, time 8 hour. RXN SMILES: [F:1][C:2]1[CH:3]=[C:4]2[C:9](=[CH:10][CH:11]=1)[N:8]=[CH:7][C:6](B1OC(C)(C)C(C)(C)O1)=[CH:5]2.[O-]P([O-])([O-])=O.[K+].[K+].[K+].[Cl:29][C:30]1[CH:35]=[C:34]([N:36]([CH2:45][O:46][CH2:47][CH2:48][Si:49]([CH3:52])([CH3:51])[CH3:50])[CH2:37][O:38][CH2:39][CH2:40][Si:41]([CH3:44])([CH3:43])[CH3:42])[N:33]2[N:53]=[CH:54][C:55](I)=[C:32]2[N:31]=1>O1CCOCC1.O>[Cl:29][C:30]1[CH:35]=[C:34]([N:36]([CH2:45][O:46][CH2:47][CH2:48][Si:49]([CH3:52])([CH3:51])[CH3:50])[CH2:37][O:38][CH2:39][CH2:40][Si:41]([CH3:44])([CH3:42])[CH3:43])[N:33]2[N:53]=[CH:54][C:55]([C:6]3[CH:7]=[N:8][C:9]4[C:4]([CH:5]=3)=[CH:3][C:2]([F:1])=[CH:11][CH:10]=4)=[C:32]2[N:31]=1 |f:1.2.3.4|. Procedure details: 6-fluoro-3-(4,4,5,5-tetramethyl-1,3,2-dioxaborolan-2-yl)quinoline (3.65 mmol, 996.4 mg), K3PO4 (9.12 mmol, 1933.6 mg), and PdCl2(dppf)CH2Cl2 (0.30 mmol, 248 mg) was added to a solution of 5-chloro-3-iodo-N,N-bis((2-(trimethylsilyl)ethoxy)methyl)pyrazolo[1,5-a]pyrimidin-7-amine (3.04 mmol, 1684.3 mg) in dioxane (18 mL) and H2O (3 mL). The resulting solution was stirred at 80° C. under argon overnight. The mixture was diluted with H2O and then extracted with ethyl acetate (×2). The combined organi... Reactants: FC=1C=C2C=C(C=NC2=CC1)B1OC(C(O1)(C)C)(C)C (6-fluoro-3-(4,4,5,5-tetramethyl-1,3,2-dioxaborolan-2-yl)quinoline), [O-]P(=O)([O-])[O-].[K+].[K+].[K+] (K3PO4), PdCl2(dppf)CH2Cl2, ClC1=NC=2N(C(=C1)N(COCC[Si](C)(C)C)COCC[Si](C)(C)C)N=CC2I (5-chloro-3-iodo-N,N-bis((2-(trimethylsilyl)ethoxy)methyl)pyrazolo[1,5-a]pyrimidin-7-amine). The reactants are CC(C)(C)OC(=O)Oc1nn(C(=O)OC(C)(C)C)c2nc(Oc3ccc(F)cc3F)ncc12, CO, N. Yields the product CC(C)(C)OC(=O)n1nc(O)c2cnc(Oc3ccc(F)cc3F)nc21. As a reaction SMILES: [C:1]([CH3:2])([CH3:3])([CH3:4])[O:5][C:6](=[O:7])[n:8]1[n:9][c:10]([O:26][C:27]([O:28][C:29]([CH3:30])([CH3:31])[CH3:32])=[O:33])[c:11]2[c:12]1[n:13][c:14]([O:17][c:18]1[c:19]([F:25])[cH:20][c:21]([F:24])[cH:22][cH:23]1)[n:15][cH:16]2.[CH3:35][OH:36].[NH3:34]>>[C:1]([CH3:2])([CH3:3])([CH3:4])[O:5][C:6](=[O:7])[n:8]1[n:9][c:10]([OH:26])[c:11]2[c:12]1[n:13][c:14]([O:17][c:18]1[c:19]([F:25])[cH:20][c:21]([F:24])[cH:22][cH:23]1)[n:15][cH:16]2. Starting materials: C1CCOC1, CC(C)(C)[O-], CCOC(C)=O, Cl, [K+], COC(=O)CCC(C(N)=O)N1Cc2c(OCc3ccc(CN4Cc5ccccc5C4)cc3)cccc2C1=O, [Na+], O=C([O-])O. Yields the product O=C1CCC(N2Cc3c(OCc4ccc(CN5Cc6ccccc6C5)cc4)cccc3C2=O)C(=O)N1. Reaction SMILES: [CH2:57]1[O:58][CH2:59][CH2:60][CH2:61]1.[CH3:39][C:40]([CH3:41])([O-:42])[CH3:43].[CH3:51][CH2:52][O:53][C:54]([CH3:55])=[O:56].[ClH:45].[K+:44].[NH2:1][C:2]([CH:3]([CH2:4][CH2:5][C:6]([O:8][CH3:7])=[O:9])[N:10]1[C:11](=[O:37])[c:12]2[cH:13][cH:14][cH:15][c:16]([O:19][CH2:20][c:21]3[cH:22][cH:23][c:24]([CH2:27][N:28]4[CH2:29][c:30]5[cH:31][cH:32][cH:33][cH:34][c:35]5[CH2:36]4)[cH:25][cH:26]3)[c:17]2[CH2:18]1)=[O:38].[Na+:50].[O-:46][C:47]([OH:48])=[O:49]>>[NH:1]1[C:2](=[O:38])[CH:3]([N:10]2[C:11](=[O:37])[c:12]3[cH:13][cH:14][cH:15][c:16]([O:19][CH2:20][c:21]4[cH:22][cH:23][c:24]([CH2:27][N:28]5[CH2:29][c:30]6[cH:31][cH:32][cH:33][cH:34][c:35]6[CH2:36]5)[cH:25][cH:26]4)[c:17]3[CH2:18]2)[CH2:4][CH2:5][C:6]1=[O:8].